This data is from the Open Reaction Database (ORD), a public repository of structured organic reaction records. The task is: describe an organic reaction: reactants, conditions, products, and yield Starting materials: FC(C)(F)C=1C=C(OC2=CC=C(C=C2)C2=CC(=CN3C2=NS(CC3)(=O)=O)C)C=CC1 (9-{4-[3-(1,1-difluoroethyl)phenoxy]phenyl}-7-methyl-3,4-dihydropyrido[2,1-c][1,2,4]thiadiazine 2,2-dioxide). Reagents/catalysts: [Pt](=O)=O (Platinum(IV) oxide). The solvent is C1CCOC1 (THF), CO (MeOH). Conditions: time 3 hour. The product is FC(C)(F)C=1C=C(OC2=CC=C(C=C2)C2CC(CN3C2=NS(CC3)(=O)=O)C)C=CC1 (9-{4-[3-(1,1-difluoroethyl)phenoxy]phenyl}-7-methyl-3,4,6,7,8,9-hexahydropyrido[2,1-c][1,2,4]thiadiazine 2,2-dioxide). RXN SMILES: [F:1][C:2]([C:5]1[CH:6]=[C:7]([CH:28]=[CH:29][CH:30]=1)[O:8][C:9]1[CH:14]=[CH:13][C:12]([C:15]2[C:20]3=[N:21][S:22](=[O:26])(=[O:25])[CH2:23][CH2:24][N:19]3[CH:18]=[C:17]([CH3:27])[CH:16]=2)=[CH:11][CH:10]=1)([F:4])[CH3:3]>C1COCC1.CO.[Pt](=O)=O>[F:4][C:2]([C:5]1[CH:6]=[C:7]([CH:28]=[CH:29][CH:30]=1)[O:8][C:9]1[CH:10]=[CH:11][C:12]([CH:15]2[C:20]3=[N:21][S:22](=[O:26])(=[O:25])[CH2:23][CH2:24][N:19]3[CH2:18][CH:17]([CH3:27])[CH2:16]2)=[CH:13][CH:14]=1)([F:1])[CH3:3]. Procedure details: To a suspension of NaH (60%, 96 mg) in THF (dry) (10 mL) was added 2-chloroethanesulfonyl chloride (0.101 mL) at 0° C. and the mixture was stirred for 10 min at the same temperature. A solution of 3-(4-(3-(1,1-difluoroethyl)phenoxy)phenyl)-5-methylpyridin-2-amine (164 mg) in THF (dry) (10 mL) was added at 0° C. and the mixture was stirred at room temperature under nitrogen overnight. The mixture was quenched with water at 0° C. Water, EtOAc and THF were added and the mixture was extracted. Silic... The reactants are OO (hydrogen peroxide), C(C)(=O)OC(C)=O (acetic anhydride), NC1=NC(=CC(=N1)Cl)N (2,6-diamino-4-chloropyrimidine). Run in C(C)O (ethyl alcohol). Reaction conditions: temperature 40 celsius. Yields the product C(C)(=O)NC1=[N+](C(=CC(=N1)Cl)N)[O-] (2-acetamido-4-chloro-6-aminopyrimidine-1-oxide). Isolated yield 38.0%. As a reaction SMILES: [NH2:1][C:2]1[N:7]=[C:6]([Cl:8])[CH:5]=[C:4]([NH2:9])[N:3]=1.[OH:10]O.[C:12](OC(=O)C)(=[O:14])[CH3:13]>C(O)C>[C:12]([NH:1][C:2]1[N:7]=[C:6]([Cl:8])[CH:5]=[C:4]([NH2:9])[N+:3]=1[O-:10])(=[O:14])[CH3:13]. Procedure details: 5.0 g (0.035 mole) of 2,6-diamino-4-chloropyrimidine are dissolved in 70 ml of anhydrous ethyl alcohol. 7 ml of a 70% aqueous hydrogen peroxide solution and 14 ml of acetic anhydride are dropped into it while stirring at a temperature of 40° C. in half an hour. The mixture is stirred at 60° C. for further two hours, then it is cooled and the flaky crystals are filtered out, washed with ethanol and dried. Thus 2.67 g (38%) of 2-acetamido-4-chloro-6-aminopyrimidine-1-oxide are obtained. Starting materials: S(=S)(=O)([O-])[O-].[Na+].[Na+] (Sodium thiosulfate), O1C(=CC=C1)CSC1=C(C(=NC=C1)CSC1=NC2=C(N1)C=CC=C2)C (2-{[[4-(2-Furylmethylthio)-3-methyl-2-pyridinyl]methyl]thio}-1H-benzimidazole), O1CCOCC1.[OH-].[Na+] (dioxane NaOH), Cl[O-].[Na+] (sodium hypochlorite). Product: O1C(=CC=C1)CSC1=C(C(=NC=C1)CS(=O)C1=NC2=C(N1)C=CC=C2)C (2-{[[4-(2-Furylmethylthio)-3-methyl-2-pyridinyl]methyl]sulfinyl}-1H-benzimidazole). Yield: 80.0%. RXN SMILES: [O:1]1[CH:5]=[CH:4][CH:3]=[C:2]1[CH2:6][S:7][C:8]1[CH:13]=[CH:12][N:11]=[C:10]([CH2:14][S:15][C:16]2[NH:20][C:19]3[CH:21]=[CH:22][CH:23]=[CH:24][C:18]=3[N:17]=2)[C:9]=1[CH3:25].[O:26]1CCOCC1.[OH-].[Na+].Cl[O-].[Na+].S([O-])([O-])(=O)=S.[Na+].[Na+]>>[O:1]1[CH:5]=[CH:4][CH:3]=[C:2]1[CH2:6][S:7][C:8]1[CH:13]=[CH:12][N:11]=[C:10]([CH2:14][S:15]([C:16]2[NH:17][C:18]3[CH:24]=[CH:23][CH:22]=[CH:21][C:19]=3[N:20]=2)=[O:26])[C:9]=1[CH3:25] |f:1.2.3,4.5,6.7.8|. Procedure: 2-{[[4-(2-Furylmethylthio)-3-methyl-2-pyridinyl]methyl]thio}-1H-benzimidazole (2 mmol) are dissolved in 15 ml of dioxane + NaOH (6 mmol; 2N), and the solution is treated with 2.5 mmol of 7 percent strength sodium hypochlorite solution at 20° C. Sodium thiosulfate is added, dioxane is distilled off, the pH is brought to 9, the mixture is extracted using dichloromethane, and the product is crystallized from dichloromethane/diisopropyl ether. This gives the title compound (yield 80%) of m.p. 173° C...